This data is from the Open Reaction Database (ORD), a public repository of structured organic reaction records. The task is: describe an organic reaction: reactants, conditions, products, and yield Reactants: CCCCCCCCCCCCCCCCCC(=O)OCC(O)CO, CCCCCCCCCCCCCCCCCC(=O)[O-]. The product is CCCCCCCCCCCCCCCCCC(=O)O. As a reaction SMILES: [C:1]([CH2:2][CH2:3][CH2:4][CH2:5][CH2:6][CH2:7][CH2:8][CH2:9][CH2:10][CH2:11][CH2:12][CH2:13][CH2:14][CH2:15][CH2:16][CH2:17][CH3:18])(=[O:19])[O:20][CH2:21][CH:22]([CH2:23][OH:24])[OH:25].[CH3:26][CH2:27][CH2:28][CH2:29][CH2:30][CH2:31][CH2:32][CH2:33][CH2:34][CH2:35][CH2:36][CH2:37][CH2:38][CH2:39][CH2:40][CH2:41][CH2:42][C:43](=[O:44])[O-:45]>>[C:1]([CH2:2][CH2:3][CH2:4][CH2:5][CH2:6][CH2:7][CH2:8][CH2:9][CH2:10][CH2:11][CH2:12][CH2:13][CH2:14][CH2:15][CH2:16][CH2:17][CH3:18])(=[O:19])[OH:20]. Reactants: C(CCCCCC)OC=1C=NC(=NC1)C1=CC=C(C=C1)O (5-heptyloxy-2-(4-hydroxyphenyl)pyrimidine), FC(C(C(OC(C(OC(COCCCBr)(F)F)(F)F)(F)F)(F)F)(F)F)(C(F)(F)F)F (3-(2-(2-(nonafluorobutoxy)tetrafluoroethoxy)-2,2-difluoroethoxy)-1-bromopropane). Run in O (water). Yields the product C(CCCCCC)OC=1C=NC(=NC1)C1=CC=C(C=C1)OCCCOCC(F)(F)OC(C(OC(C(C(C(F)(F)F)(F)F)(F)F)(F)F)(F)F)(F)F (5-Heptyloxy-2-[4-(3-(2-(2-(nonafluorobutoxy)tetrafluoroethoxy)-2,2-difluoroethoxy)propoxy)phenyl]pyrimidine). Reaction SMILES: [CH2:1]([O:8][C:9]1[CH:10]=[N:11][C:12]([C:15]2[CH:20]=[CH:19][C:18]([OH:21])=[CH:17][CH:16]=2)=[N:13][CH:14]=1)[CH2:2][CH2:3][CH2:4][CH2:5][CH2:6][CH3:7].[F:22][C:23]([F:51])([C:47]([F:50])([F:49])[F:48])[C:24]([F:46])([F:45])[C:25]([F:44])([F:43])[O:26][C:27]([F:42])([F:41])[C:28]([F:40])([F:39])[O:29][C:30]([F:38])([F:37])[CH2:31][O:32][CH2:33][CH2:34][CH2:35]Br>O>[CH2:1]([O:8][C:9]1[CH:14]=[N:13][C:12]([C:15]2[CH:16]=[CH:17][C:18]([O:21][CH2:35][CH2:34][CH2:33][O:32][CH2:31][C:30]([O:29][C:28]([F:39])([F:40])[C:27]([F:41])([F:42])[O:26][C:25]([F:43])([F:44])[C:24]([F:45])([F:46])[C:23]([F:22])([F:51])[C:47]([F:50])([F:49])[F:48])([F:38])[F:37])=[CH:19][CH:20]=2)=[N:11][CH:10]=1)[CH2:2][CH2:3][CH2:4][CH2:5][CH2:6][CH3:7]. Reported procedure: The title compound was prepared essentially as described in Example 1 by combining 5-heptyloxy-2-(4-hydroxyphenyl)pyrimidine (3.0 g, 10.0 mmol) and 3-(2-(2-(nonafluorobutoxy)tetrafluoroethoxy)-2,2-difluoroethoxy)-1-bromopropane (6.6 g, 12.0 mmol, Example 10). The product was isolated by addition of water (60 mL) to the resulting mixture, followed by filtration and recrystallization from ethanol. The recrystallized precipitate was dried at about 130° C., and the resulting product was further puri... The reactants are S1C(=CC=C1)CCC(=O)O (3-thiophen-2-ylpropionic acid), Cl.NC1=NC(=C(C(=N1)O)N)O (2,5-diaminopyrimidine-4,6-diol hydrogen chloride), [OH-].[Na+] (sodium hydroxide), S1C(=CC=C1)CCC(=O)Cl (3-thiophen-2-ylpropionyl chloride). Run in S(=O)(Cl)Cl (thionyl chloride), S(=O)(Cl)Cl (thionyl chloride), O (H2O). Run at time 18 hour. Product: NC1=NC(=C(C(=N1)O)NC(CCC=1SC=CC1)=O)O (N-(2-amino-4,6-dihydroxypyrimidin-5-yl)-3-thiophen-2-yl-propionamide). As a reaction SMILES: Cl.[NH2:2][C:3]1[N:8]=[C:7]([OH:9])[C:6]([NH2:10])=[C:5]([OH:11])[N:4]=1.[OH-].[Na+].[S:14]1[CH:18]=[CH:17][CH:16]=[C:15]1[CH2:19][CH2:20][C:21](Cl)=[O:22].S1C=CC=C1CCC(O)=O>S(Cl)(Cl)=O.O>[NH2:2][C:3]1[N:8]=[C:7]([OH:9])[C:6]([NH:10][C:21](=[O:22])[CH2:20][CH2:19][C:15]2[S:14][CH:18]=[CH:17][CH:16]=2)=[C:5]([OH:11])[N:4]=1 |f:0.1,2.3|. Procedure: To a solution of 2,5-diaminopyrimidine-4,6-diol hydrogen chloride (1.04 g, 5.8 mmol) in sodium hydroxide (17.8 mmol) solution (25 ml of H2O) was added 3-thiophen-2-ylpropionyl chloride (6.4 mmol). The latter was prepared by refluxing 3-thiophen-2-ylpropionic acid (6.4 mmol) in thionyl chloride (500 μL) for 1 hour whereupon the excess of thionyl chloride was removed by evaporation in vacuo. The reaction mixture was stirred at room temperature for 18 hours. The pH of the suspension was adjusted to... Reactants: ClC=1C=C2C(CC(C2=CC1OC)=O)(C)C (5-chloro-6-methoxy-3,3-dimethyl-1-indanone), O (water), CC(C=C)O (3-buten-2-ol), C1(=CC=C(C=C1)S(=O)(=O)O)C (p-toluenesulfonic acid). The solvent is COC(C)(C)OC (2,2-dimethoxy-propane). Product: C(C=CC)C1C(C2=CC(=C(C=C2C1(C)C)Cl)OC)=O ((RS)-2-(2-buten-1-yl)-5-chloro-6-methoxy-3,3-dimethyl-1-indanone). The yield is 66.0%. As a reaction SMILES: [Cl:1][C:2]1[CH:3]=[C:4]2[C:8](=[CH:9][C:10]=1[O:11][CH3:12])[C:7](=[O:13])[CH2:6][C:5]2([CH3:15])[CH3:14].[CH3:16][CH:17](O)[CH:18]=[CH2:19].C1(C)C=CC(S(O)(=O)=O)=CC=1.O>COC(OC)(C)C>[CH2:16]([CH:6]1[C:5]([CH3:15])([CH3:14])[C:4]2[C:8](=[CH:9][C:10]([O:11][CH3:12])=[C:2]([Cl:1])[CH:3]=2)[C:7]1=[O:13])[CH:17]=[CH:18][CH3:19]. Procedure: A solution of 14.5 g of 5-chloro-6-methoxy-3,3-dimethyl-1-indanone, 13.3 ml of 3-buten-2-ol and 300 mg of p-toluenesulfonic acid in 150 ml of 2,2-dimethoxy-propane was boiled under reflux for 71 hours on a water separator filled with molecular sieve (0.4 nm 2 mm, pearl shaped). The reaction mixture was subsequently concentrated in a vacuum and purified by column chromatography on silica gel (hexane/diethyl ether 6:1). In addition to 2.25 g of educt, there were obtained 11.9 g (66%) of (RS)-2-(2-... Run at time 3 hour. Yields the product C(=O)(O)C1=CC=C(C=C1)CC(C)NCC(C1=CC(=C(C=C1)O)CO)O (N-[2-(4-Carboxyphenyl)-1-methylethyl]-2-hydroxy-2-(4-hydroxy-3-hydroxymethylphenyl)ethanamine), s+1H. Procedure details: 2-Hydroxy-2-(4-hydroxy-3-hydroxymethylphenyl)ethanamine (1.09 g) and 1-(4-carbobenzyloxyphenyl)propan-2-one (1.6 g) were refluxed in xylene in a Dean and Stark apparatus until the theoretical amount of water had been collected. The solvent was removed, ethanol added and the mixture hydrogenated at 70 psi and 50° for 3 hours using 10% Pd/c as catalyst. Filtration of the catalyst and evaporation of the solvent gave the title compound as a foam τ (d6DMSO) 8.95 (3H, d, J=7 Hz), 6.8-7.4 (5H, m), 5.5 ... As a reaction SMILES: [OH:1][CH:2]([C:5]1[CH:10]=[CH:9][C:8]([OH:11])=[C:7]([CH2:12][OH:13])[CH:6]=1)[CH2:3][NH2:4].[C:14]([C:24]1[CH:29]=[CH:28][C:27]([CH2:30][C:31](=O)[CH3:32])=[CH:26][CH:25]=1)([O:16]CC1C=CC=CC=1)=[O:15].O>C1(C)C(C)=CC=CC=1>[C:14]([C:24]1[CH:29]=[CH:28][C:27]([CH2:30][CH:31]([NH:4][CH2:3][CH:2]([OH:1])[C:5]2[CH:10]=[CH:9][C:8]([OH:11])=[C:7]([CH2:12][OH:13])[CH:6]=2)[CH3:32])=[CH:26][CH:25]=1)([OH:16])=[O:15]. Starting materials: OC(CN)C1=CC(=C(C=C1)O)CO (2-Hydroxy-2-(4-hydroxy-3-hydroxymethylphenyl)ethanamine), C(=O)(OCC1=CC=CC=C1)C1=CC=C(C=C1)CC(C)=O (1-(4-carbobenzyloxyphenyl)propan-2-one), O (water). Solvent: C=1(C(=CC=CC1)C)C (xylene). Starting materials: OC=1C=CC=C2C=CC=C(C12)C(C)=O (8'-hydroxy-1'-acetonaphthone), [BH4-].[Na+] (sodium borohydride), CC(=O)C (acetone), [BH4-].[Na+] (sodium borohydride). Run in C(C)O (ethanol). Reaction conditions: time 30 minute. Product: OC(C)C=1C=CC=C2C=CC=C(C12)O (8-(1-hydroxyethyl)-1-naphthol). Isolated yield 95.1%. Reaction SMILES: [OH:1][C:2]1[CH:3]=[CH:4][CH:5]=[C:6]2[C:11]=1[C:10]([C:12](=[O:14])[CH3:13])=[CH:9][CH:8]=[CH:7]2.[BH4-].[Na+].CC(C)=O>C(O)C>[OH:14][CH:12]([C:10]1[CH:9]=[CH:8][CH:7]=[C:6]2[C:11]=1[C:2]([OH:1])=[CH:3][CH:4]=[CH:5]2)[CH3:13] |f:1.2|. Reported procedure: 1040 g of 8'-hydroxy-1'-acetonaphthone was dissolved in 8.5 liters of ethanol, to which 131 g of sodium borohydride was added while ice-cooling in order not to allow the temperature of the reaction solution to exceed 30° C. After agitation for 30 minutes at room temperature, excess sodium borohydride was decomposed with 1 liter of acetone. The reaction solution was concentrated under reduced pressure, after which 4 liters of 1N hydrochloric acid was added, followed by extraction with ethyl aceta... Starting materials: O=C1CCCO1, CCCCOC(N)CC. Yields the product CCCCOC(CC)N1CCCC1=O. As a reaction SMILES: [C:10]1(=[O:15])[CH2:11][CH2:12][CH2:13][O:14]1.[CH2:1]([CH2:2][CH2:3][CH3:4])[O:5][CH:6]([CH2:7][CH3:8])[NH2:9]>>[CH2:1]([CH2:2][CH2:3][CH3:4])[O:5][CH:6]([CH2:7][CH3:8])[N:9]1[CH2:10][CH2:11][CH2:12][C:13]1=[O:14].